From a dataset of the Open Reaction Database (ORD), a public repository of structured organic reaction records. describe an organic reaction: reactants, conditions, products, and yield The reactants are NC(CC(=O)O)C1=CC(=CC=C1)[N+](=O)[O-] (3-amino-3-(3-nitrophenyl)propanoic acid), S(=O)(Cl)Cl (thionyl chloride), CO (MeOH). Run at time 8 hour. Product: COC(CC(C1=CC(=CC=C1)[N+](=O)[O-])N)=O (3-amino-3-(3-nitrophenyl)propanoic acid methyl ester). RXN SMILES: [NH2:1][CH:2]([C:7]1[CH:12]=[CH:11][CH:10]=[C:9]([N+:13]([O-:15])=[O:14])[CH:8]=1)[CH2:3][C:4]([OH:6])=[O:5].S(Cl)(Cl)=O.[CH3:20]O>>[CH3:20][O:5][C:4](=[O:6])[CH2:3][CH:2]([NH2:1])[C:7]1[CH:12]=[CH:11][CH:10]=[C:9]([N+:13]([O-:15])=[O:14])[CH:8]=1. Procedure details: To a solution of 3-amino-3-(3-nitrophenyl)propanoic acid (20.00 g; 95.15 mmol; 1.00 eq.) in MeOH (300 mL) was added thionyl chloride (50.00 ml; 761.22 mmol; 8.00 eq.) at 0° C. slowly. Then the mixture was warmed to room temperature and stirred overnight. The reaction mixture was evaporated and the crude product was purified by flash chromatography on silica gel (MeOH:DCM=15:85) to obtain 20 g of the title compound. LCMS [225 (M+1)]. Reactants: ClC1=NC2=CC=C(C=C2C(=N1)NCC1=CC2=C(C=C1)OCO2)C#N (2-chloro-4-(3,4-methylenedioxybenzyl)amino-6-cyanoquinazoline), O (water), OC1CCNCC1 (4-hydroxypiperidine), CN(C=O)C (N,N-dimethylformamide). Solvent: C(C)(=O)OCC (ethyl acetate). The product is OC1CCN(CC1)C1=NC2=CC=C(C=C2C(=N1)NCC1=CC2=C(C=C1)OCO2)C#N (2-(4-Hydroxypiperidino)-4-(3,4-methylenedioxybenzyl)amino-6-cyanoquinazoline). Isolated yield 35.9%. Reaction SMILES: Cl[C:2]1[N:11]=[C:10]([NH:12][CH2:13][C:14]2[CH:19]=[CH:18][C:17]3[O:20][CH2:21][O:22][C:16]=3[CH:15]=2)[C:9]2[C:4](=[CH:5][CH:6]=[C:7]([C:23]#[N:24])[CH:8]=2)[N:3]=1.[OH:25][CH:26]1[CH2:31][CH2:30][NH:29][CH2:28][CH2:27]1.CN(C)C=O.O>C(OCC)(=O)C>[OH:25][CH:26]1[CH2:31][CH2:30][N:29]([C:2]2[N:11]=[C:10]([NH:12][CH2:13][C:14]3[CH:19]=[CH:18][C:17]4[O:20][CH2:21][O:22][C:16]=4[CH:15]=3)[C:9]3[C:4](=[CH:5][CH:6]=[C:7]([C:23]#[N:24])[CH:8]=3)[N:3]=2)[CH2:28][CH2:27]1. Reported procedure: A mixture comprising 339 mg of 2-chloro-4-(3,4-methylenedioxybenzyl)amino-6-cyanoquinazoline, 500 mg of 4-hydroxypiperidine and 20 ml of N,N-dimethylformamide was heated under reflux for 5 hours and poured into 50 ml of water, followed by the addition of 50 ml of ethyl acetate. The obtained mixture was filtered to remove insolubles. The organic layer of the filtrate was dried over magnesium sulfate and concentrated under a reduced pressure to give a crystalline residue. This residue was washed w...